From a dataset of the Open Reaction Database (ORD), a public repository of structured organic reaction records. describe an organic reaction: reactants, conditions, products, and yield Starting materials: ice water, [I-].C[S+](=O)(C)C (Trimethylsulfoxonium iodide), [H-].[Na+] (sodium hydride), FC1=C(C=C(C(=C1)F)F)C([C@@H](C)OC1OCCCC1)=O ((2R)-2′,4′,5′-trifluoro-2-(3,4,5,6-tetrahydro-2H-pyran-2-yloxy)propiophenone). The solvent is CS(=O)C (dimethyl sulfoxide), CS(=O)C (dimethyl sulfoxide). Run at time 40 minute. Yields the product FC1=C(C=C(C(=C1)F)F)C1(OC1)[C@@H](C)OC1OCCCC1 (2-(2,4,5-trifluorophenyl)-2-[(1R)-1-(3,4,5,6-tetrahydro-2H-pyran-2-yloxy)ethyl]oxirane). Yield: 101.6%. As a reaction SMILES: [I-].[CH3:2][S+](C)(C)=O.[H-].[Na+].[F:9][C:10]1[CH:15]=[C:14]([F:16])[C:13]([F:17])=[CH:12][C:11]=1[C:18](=[O:28])[C@H:19]([O:21][CH:22]1[CH2:27][CH2:26][CH2:25][CH2:24][O:23]1)[CH3:20]>CS(C)=O>[F:9][C:10]1[CH:15]=[C:14]([F:16])[C:13]([F:17])=[CH:12][C:11]=1[C:18]1([C@H:19]([O:21][CH:22]2[CH2:27][CH2:26][CH2:25][CH2:24][O:23]2)[CH3:20])[CH2:2][O:28]1 |f:0.1,2.3|. Reported procedure: Trimethylsulfoxonium iodide (697 mg, 1.2 eq) was added portionwise to a stirred mixture of sodium hydride [60% mineral oil dispersion] (122 mg, 1.15 eq) and dry dimethyl sulfoxide (7 ml) at 0° C. The resulting mixture was stirred at room temperature for 40 min and then cooled in an ice bath. A solution of (2R)-2′,4′,5′-trifluoro-2-(3,4,5,6-tetrahydro-2H-pyran-2-yloxy)propiophenone (760 mg) in dry dimethyl sulfoxide (2 ml) was added to the mixture and stirring was continued for 2 h at room temper... Starting materials: Nc1ccc(O)cc1, [Na+], O, Oc1ccc2ccccc2c1, O=S([O-])O. The product is Oc1ccc(Nc2ccc3ccccc3c2)cc1. Reaction SMILES: [NH2:12][c:13]1[cH:14][cH:15][c:16]([OH:17])[cH:18][cH:19]1.[Na+:24].[OH2:25].[OH:1][c:2]1[cH:3][cH:4][c:5]2[cH:6][cH:7][cH:8][cH:9][c:10]2[cH:11]1.[S:20](=[O:21])([OH:22])[O-:23]>>[c:2]1([NH:12][c:13]2[cH:14][cH:15][c:16]([OH:17])[cH:18][cH:19]2)[cH:3][cH:4][c:5]2[cH:6][cH:7][cH:8][cH:9][c:10]2[cH:11]1. The reactants are CCO, CCOC(=O)c1cc2c(=O)n(C)c3ccccc3n2c1, [Na+], [OH-], O. Product: Cn1c(=O)c2cc(C(=O)O)cn2c2ccccc21. RXN SMILES: [CH3:24][CH2:25][OH:26].[CH3:3][n:4]1[c:5](=[O:22])[c:6]2[n:7]([c:8]3[cH:9][cH:10][cH:11][cH:12][c:13]13)[cH:14][c:15]([C:17](=[O:18])[O:19][CH2:20][CH3:21])[cH:16]2.[Na+:2].[OH-:1].[OH2:23]>>[CH3:3][n:4]1[c:5](=[O:22])[c:6]2[n:7]([c:8]3[cH:9][cH:10][cH:11][cH:12][c:13]13)[cH:14][c:15]([C:17](=[O:18])[OH:19])[cH:16]2. Reactants: Cl.NCCCS (3-aminopropanethiol hydrochloride), [H-].[Na+] (Sodium hydride), FC(CN=C(NC1=NC(=CN=C1)Cl)N)(F)F (2-[2-(2,2,2-Trifluoroethyl)guanidino]6-chloropyrazine). The solvent is C(C)O (ethanol). Yields the product FC(CN=C(NC1=NC(=CN=C1)SCCCN)N)(F)F (2-[2-(2,2,2-trifluoroethyl)guanidino]-6-(3-aminopropylthio)pyrazine). RXN SMILES: [H-].[Na+].Cl.[NH2:4][CH2:5][CH2:6][CH2:7][SH:8].[F:9][C:10]([F:24])([F:23])[CH2:11][N:12]=[C:13]([NH2:22])[NH:14][C:15]1[CH:20]=[N:19][CH:18]=[C:17](Cl)[N:16]=1>C(O)C>[F:24][C:10]([F:9])([F:23])[CH2:11][N:12]=[C:13]([NH2:22])[NH:14][C:15]1[CH:20]=[N:19][CH:18]=[C:17]([S:8][CH2:7][CH2:6][CH2:5][NH2:4])[N:16]=1 |f:0.1,2.3|. Reported procedure: Sodium hydride (50% w/w dispersion in oil; 0.57 g.) was added to ethanol (10 ml.) portionwise. To the resulting solution was added 3-aminopropanethiol hydrochloride (0.75 g.) and the mixture stirred at room temperature. 2-[2-(2,2,2-Trifluoroethyl)guanidino]6-chloropyrazine (0.5 g.) was added in one portion and the mixture heated under reflux on the steam bath overnight. The mixture was cooled, evaporated, water (10 ml.) added and the mixture extracted with ethyl acetate. The extracts were dried ... The reactants are FC1=C(C(=O)O)C=C(C(=C1)C)[N+](=O)[O-] (2-Fluoro-4-methyl-5-nitrobenzoic acid), C(=O)[O-].[NH4+] (ammonium formate). The reagents and catalysts are [Pd] (Pd). Solvent: CO (MeOH). Reaction conditions: temperature 60 celsius. Yields the product NC=1C(=CC(=C(C(=O)O)C1)F)C (5-Amino-2-fluoro-4-methylbenzoic Acid). As a reaction SMILES: [F:1][C:2]1[CH:10]=[C:9]([CH3:11])[C:8]([N+:12]([O-])=O)=[CH:7][C:3]=1[C:4]([OH:6])=[O:5].C([O-])=O.[NH4+]>CO.[Pd]>[NH2:12][C:8]1[C:9]([CH3:11])=[CH:10][C:2]([F:1])=[C:3]([CH:7]=1)[C:4]([OH:6])=[O:5] |f:1.2|. Reported procedure: 2-Fluoro-4-methyl-5-nitrobenzoic acid (900 mg, 4.52 mmol) in MeOH (70 ml) was treated with ammonium formate 1 (425 mg, 22.60 mmol) and Pd (Carbon) (144 mg, 1.356 mmol). The mixture was degassed thoroughly refilling with nitrogen and heated to 60° C. for 2 hrs. The mixture was filtered through silica and washed with MeOH. The filtrate was passed through SCX-2 resin (30 g 0.67 mmol/g) eluting with MeOH (250 ml) followed by 2M ammonia in MeOH (250 ml). The ammonia/MeOH washings were evaporated to d... Reactants: CNC(=O)N1CCN2C(=CC=C2C(F)(F)F)C12CCN(CC2)C(=O)OC(C)(C)C (tert-butyl 2-(methylcarbamoyl)-6-(trifluoromethyl)spiro[3,4-dihydropyrrolo[1,2-a]pyrazine-1,4′-piperidine]-1′-carboxylate), Cl (HCl), O1CCOCC1 (dioxane). The solvent is C(C)#N (acetonitrile). Run at time 60 minute. Yields the product Cl.CNC(=O)N1CCN2C(=CC=C2C(F)(F)F)C12CCNCC2 (N-methyl-6-(trifluoromethyl)spiro[3,4-dihydropyrrolo[1,2-a]pyrazine-1,4′-piperidine]-2-carboxamide hydrochloride). Isolated yield 99.0%. RXN SMILES: [CH3:1][NH:2][C:3]([N:5]1[C:17]2([CH2:22][CH2:21][N:20](C(OC(C)(C)C)=O)[CH2:19][CH2:18]2)[C:9]2=[CH:10][CH:11]=[C:12]([C:13]([F:16])([F:15])[F:14])[N:8]2[CH2:7][CH2:6]1)=[O:4].[ClH:30].O1CCOCC1>C(#N)C>[ClH:30].[CH3:1][NH:2][C:3]([N:5]1[C:17]2([CH2:22][CH2:21][NH:20][CH2:19][CH2:18]2)[C:9]2=[CH:10][CH:11]=[C:12]([C:13]([F:15])([F:16])[F:14])[N:8]2[CH2:7][CH2:6]1)=[O:4] |f:4.5|. Procedure details: To tert-butyl 2-(methylcarbamoyl)-6-(trifluoromethyl)spiro[3,4-dihydropyrrolo[1,2-a]pyrazine-1,4′-piperidine]-1′-carboxylate (0.66 g, 1.6 mmol) and acetonitrile (5 mL) was added a solution of HCl in dioxane (5.2 mL of 4.0 M, 21 mmol). The reaction mixture was stirred at room temperature for 60 minutes. The solvent was evaporated under reduced pressure to yield N-methyl-6-(trifluoromethyl)spiro[3,4-dihydropyrrolo[1,2-a]pyrazine-1,4′-piperidine]-2-carboxamide hydrochloride as a brown solid (99%). ... The reactants are S=C1CC[C@H](N1)C(=O)OC(C)(C)C (tert-butyl (S)-5-thioxo-2-pyrrolidinecarboxylate), C1CCOC1 (THF). Conditions: time 3.5 hour. Product: CSC=1CC[C@H](N1)C(=O)OC(C)(C)C (tert-butyl (S)-5-(methylsulfanyl)-3,4-dihydro-2H-pyrrole-2-carboxylate). Yield: 91.0%. Reaction SMILES: [S:1]=[C:2]1[NH:6][C@H:5]([C:7]([O:9][C:10]([CH3:13])([CH3:12])[CH3:11])=[O:8])[CH2:4][CH2:3]1.[CH2:14]1COCC1>>[CH3:14][S:1][C:2]1[CH2:3][CH2:4][C@@H:5]([C:7]([O:9][C:10]([CH3:13])([CH3:12])[CH3:11])=[O:8])[N:6]=1. Reported procedure: To a solution of thiolactam 1b (10.50 g, 52.2 mmol) in 200 mL THF at rt, was added Mel (13.0 mL, 208.7 mmol). The mixture was stirred for 3.5 h, then concentrated. The residue was partitioned between CH2Cl2 and sat. NaHCO3 and the aqueous phase was extracted with CH2Cl2 (3×). The combined organic extract was dried (Na2SO4) and concentrated to afford 10.17 g (91%) of the title compound, 1c, as a brown oil. 1H NMR (300 MHz, CDCl3) δ 4.60 (dd, J=6.2, 7.3, 1H), 2.83–2.58 (m, 2H), 2.49 (s, 3H), 2.37–...